From a dataset of the Open Reaction Database (ORD), a public repository of structured organic reaction records. describe an organic reaction: reactants, conditions, products, and yield The reactants are COC(=O)C=CC(=O)[O-], CO, O=C1C=CC(=O)O1, O=C(O)C=CC(=O)O. The product is COC(=O)C=CC(=O)OC. As a reaction SMILES: [C:16]([CH:17]=[CH:18][C:19](=[O:20])[O-:21])(=[O:22])[O:23][CH3:24].[CH3:25][OH:26].[O:1]=[C:2]1[CH:3]=[CH:4][C:5](=[O:6])[O:7]1.[OH:8][C:9]([CH:10]=[CH:11][C:12](=[O:13])[OH:14])=[O:15]>>[CH3:2][O:21][C:19]([CH:18]=[CH:17][C:16](=[O:22])[O:23][CH3:24])=[O:20]. The reactants are ClCCCCC=O (5-chloropentan-1-one), N1CCCCCC1 (azacycloheptane), C(C)(=O)NC1=CC(=C(C=C1Cl)C(CCCCCl)=O)OCC1=CC(=CC(=C1)OC)OC (1-[4-acetylamino-5-chloro-2-(3,5-dimethoxybenzyloxy) phenyl]-5-chloropentan-1-one), N1CCCCC1 (piperidine). Yields the product NC1=CC(=C(C=C1Cl)C(CCCCN1CCCCCC1)=O)OCC1=CC(=CC(=C1)OC)OC (1-[4-amino-5-chloro-2-(3,5-dimethoxybenzyloxy) phenyl]-5-(azacyclohept-1-yl)pentan-1-one). RXN SMILES: ClCCCCC=O.C([NH:11][C:12]1[C:17]([Cl:18])=[CH:16][C:15]([C:19](=[O:25])[CH2:20][CH2:21][CH2:22][CH2:23]Cl)=[C:14]([O:26][CH2:27][C:28]2[CH:33]=[C:32]([O:34][CH3:35])[CH:31]=[C:30]([O:36][CH3:37])[CH:29]=2)[CH:13]=1)(=O)C.N1CCCCC1.[NH:44]1[CH2:50][CH2:49][CH2:48][CH2:47][CH2:46][CH2:45]1>>[NH2:11][C:12]1[C:17]([Cl:18])=[CH:16][C:15]([C:19](=[O:25])[CH2:20][CH2:21][CH2:22][CH2:23][N:44]2[CH2:50][CH2:49][CH2:48][CH2:47][CH2:46][CH2:45]2)=[C:14]([O:26][CH2:27][C:28]2[CH:33]=[C:32]([O:34][CH3:35])[CH:31]=[C:30]([O:36][CH3:37])[CH:29]=2)[CH:13]=1. Procedure details: Proceeding as in Example 4, Step (c), but replacing 1-4-acetylamino-5-chloro-2-methoxyphenyl)-5-chloropentan-1-one with 1-[4-acetylamino-5-chloro-2-(3,5-dimethoxybenzyloxy) phenyl]-5-chloropentan-1-one and piperidine with azacycloheptane, gave 1-[4-amino-5-chloro-2-(3,5-dimethoxybenzyloxy) phenyl]-5-(azacyclohept-1-yl)pentan-1-one, m.p. 137°-139° C. The reactants are ClCCl, O=C(Cl)C(=O)Cl, CN(C)C=O, O=C(O)c1ccnc(Oc2ccccc2)n1. Yields the product O=C(Cl)c1ccnc(Oc2ccccc2)n1. As a reaction SMILES: [CH2:28]([Cl:29])[Cl:30].[Cl:22][C:23]([C:24]([Cl:25])=[O:26])=[O:27].[O:17]=[CH:18][N:19]([CH3:20])[CH3:21].[O:1]([c:2]1[cH:3][cH:4][cH:5][cH:6][cH:7]1)[c:8]1[n:9][cH:10][cH:11][c:12]([C:14](=[O:15])[OH:16])[n:13]1>>[O:1]([c:2]1[cH:3][cH:4][cH:5][cH:6][cH:7]1)[c:8]1[n:9][cH:10][cH:11][c:12]([C:14](=[O:16])[Cl:22])[n:13]1.